This data is from the Open Reaction Database (ORD), a public repository of structured organic reaction records. The task is: describe an organic reaction: reactants, conditions, products, and yield The reactants are C(#N)C=1C=C(C=CC1OC(C)C)C1=NN=C(S1)C1=C2CC[C@H](C2=CC=C1)NS(=O)(=O)CC(=O)OC ((R)-methyl 2-(N-(4-(5-(3-cyano-4-isopropoxyphenyl)-1,3,4-thiadiazol-2-yl)-2,3-dihydro-1H-inden-1-yl)sulfamoyl)acetate), [BH4-].[Na+] (sodium borohydride), CO (methanol). Run in C1CCOC1 (THF). Reaction conditions: temperature 75 celsius, time 1 hour. Product: C(#N)C=1C=C(C=CC1OC(C)C)C1=NN=C(S1)C1=C2CC[C@H](C2=CC=C1)NS(=O)(=O)CCO ((R)-N-(4-(5-(3-cyano-4-isopropoxyphenyl)-1,3,4-thiadiazol-2-yl)-2,3-dihydro-1H-inden-1-yl)-2-hydroxyethanesulfonamide). Isolated yield 61.9%. RXN SMILES: [C:1]([C:3]1[CH:4]=[C:5]([C:13]2[S:17][C:16]([C:18]3[CH:26]=[CH:25][CH:24]=[C:23]4[C:19]=3[CH2:20][CH2:21][C@H:22]4[NH:27][S:28]([CH2:31][C:32](OC)=[O:33])(=[O:30])=[O:29])=[N:15][N:14]=2)[CH:6]=[CH:7][C:8]=1[O:9][CH:10]([CH3:12])[CH3:11])#[N:2].[BH4-].[Na+].CO>C1COCC1>[C:1]([C:3]1[CH:4]=[C:5]([C:13]2[S:17][C:16]([C:18]3[CH:26]=[CH:25][CH:24]=[C:23]4[C:19]=3[CH2:20][CH2:21][C@H:22]4[NH:27][S:28]([CH2:31][CH2:32][OH:33])(=[O:29])=[O:30])=[N:15][N:14]=2)[CH:6]=[CH:7][C:8]=1[O:9][CH:10]([CH3:12])[CH3:11])#[N:2] |f:1.2|. Reported procedure: Prepared using General Procedure 17: To a stirred solution of (R)-methyl 2-(N-(4-(5-(3-cyano-4-isopropoxyphenyl)-1,3,4-thiadiazol-2-yl)-2,3-dihydro-1H-inden-1-yl)sulfamoyl)acetate (13 mg, 0.02 mmol) in THF (0.5 mL) was added sodium borohydride (2.3 mg, 0.06 mmol) at room temperature. The reaction was heated to 75° C. and methanol (0.03 mL, 0.7 mmol) was added dropwise. After 1 h, the reaction was cooled and concentrated. Purification of the crude material by preparative HPLC gave 6 mg (60%) of (... The reactants are CCO, Cl, [K+], O=[N+]([O-])c1ccc2c(c1)C=NCC2, [OH-], O, O, O, Cl[Sn]Cl. Yields the product Nc1ccc2c(c1)C=NCC2. RXN SMILES: [CH3:22][CH2:23][OH:24].[ClH:25].[K+:21].[N+:1]([O-:2])(=[O:3])[c:4]1[cH:5][cH:6][c:7]2[c:12]([cH:13]1)[CH:11]=[N:10][CH2:9][CH2:8]2.[OH-:20].[OH2:14].[OH2:15].[OH2:19].[Sn:16]([Cl:17])[Cl:18]>>[NH2:1][c:4]1[cH:5][cH:6][c:7]2[c:12]([cH:13]1)[CH:11]=[N:10][CH2:9][CH2:8]2. The reactants are O=S(=O)(Cl)c1ccc(F)cc1, c1csc(C2CCCN2)c1. Product: O=S(=O)(c1ccc(F)cc1)N1CCCC1c1cccs1. Reaction SMILES: [F:11][c:12]1[cH:13][cH:14][c:15]([S:18](=[O:19])(=[O:20])[Cl:21])[cH:16][cH:17]1.[s:1]1[c:2]([CH:6]2[NH:7][CH2:8][CH2:9][CH2:10]2)[cH:3][cH:4][cH:5]1>>[s:1]1[c:2]([CH:6]2[N:7]([S:18]([c:15]3[cH:14][cH:13][c:12]([F:11])[cH:17][cH:16]3)(=[O:19])=[O:20])[CH2:8][CH2:9][CH2:10]2)[cH:3][cH:4][cH:5]1. The reactants are C(O)([O-])=O.[Na+] (sodium hydrogencarbonate), C(C=C)OC1=C(C=C(COC2CN(CCC2C2=CC=C(C=C2)OCCCOCC2=C(C=CC=C2)OC)C(=O)OC(C)(C)C)C=C1)[N+](=O)[O-] (tert-butyl 3-(4-allyloxy-3-nitrobenzyloxy)-4-{4-[3-(2-methoxybenzyloxy)propoxy]phenyl}piperidine-1-carboxylate), [BH4-].[Li+] (lithium borohydride). The reagents and catalysts are CC(=O)[O-].CC(=O)[O-].C1=CC=C(C=C1)P(C2=CC=CC=C2)C3=CC=CC=C3.C1=CC=C(C=C1)P(C2=CC=CC=C2)C3=CC=CC=C3.[Pd+2] (bis(triphenylphosphine)palladium(II) acetate). Solvent: O1CCCC1 (tetrahydrofuran). Conditions: time 2.5 hour. The product is NC=1C=C(COC2CN(CCC2C2=CC=C(C=C2)OCCCOCC2=C(C=CC=C2)OC)C(=O)OC(C)(C)C)C=CC1O (tert-Butyl 3-(3-amino-4-hydroxybenzyloxy)-4-{4-[3-(2-methoxybenzyloxy)propoxy]-phenyl}piperidine-1-carboxylate), SiO2. Reaction SMILES: C([O:4][C:5]1[CH:45]=[CH:44][C:8]([CH2:9][O:10][CH:11]2[CH:16]([C:17]3[CH:22]=[CH:21][C:20]([O:23][CH2:24][CH2:25][CH2:26][O:27][CH2:28][C:29]4[CH:34]=[CH:33][CH:32]=[CH:31][C:30]=4[O:35][CH3:36])=[CH:19][CH:18]=3)[CH2:15][CH2:14][N:13]([C:37]([O:39][C:40]([CH3:43])([CH3:42])[CH3:41])=[O:38])[CH2:12]2)=[CH:7][C:6]=1[N+:46]([O-])=O)C=C.[BH4-].[Li+].C(=O)([O-])O.[Na+]>O1CCCC1.CC([O-])=O.CC([O-])=O.C1C=CC(P(C2C=CC=CC=2)C2C=CC=CC=2)=CC=1.C1C=CC(P(C2C=CC=CC=2)C2C=CC=CC=2)=CC=1.[Pd+2]>[NH2:46][C:6]1[CH:7]=[C:8]([CH:44]=[CH:45][C:5]=1[OH:4])[CH2:9][O:10][CH:11]1[CH:16]([C:17]2[CH:22]=[CH:21][C:20]([O:23][CH2:24][CH2:25][CH2:26][O:27][CH2:28][C:29]3[CH:34]=[CH:33][CH:32]=[CH:31][C:30]=3[O:35][CH3:36])=[CH:19][CH:18]=2)[CH2:15][CH2:14][N:13]([C:37]([O:39][C:40]([CH3:43])([CH3:41])[CH3:42])=[O:38])[CH2:12]1 |f:1.2,3.4,6.7.8.9.10|. Procedure: The solution of 2.16 g of tert-butyl 3-(4-allyloxy-3-nitrobenzyloxy)-4-{4-[3-(2-methoxybenzyloxy)propoxy]phenyl}piperidine-1-carboxylate in 15 ml of tetrahydrofuran is admixed with stirring at room temperature with 0.025 g of bis(triphenylphosphine)palladium(II) acetate and 0.075 g of lithium borohydride and stirred at room temperature for 2.5 hours. The reaction mixture is poured onto 1M sodium hydrogencarbonate (50 ml) and extracted with tert-butyl methyl ether (2×50 ml). The organic phases ar... Starting materials: FC(C(=O)O)(F)F (trifluoroacetic acid), [Na] (sodium), BrC1=C2C=CC(=C(C2=CC=C1OC)C=O)OCC1=CC=CC=C1 (5-bromo-6-methoxy-2-(phenylmethoxy)-1-naphthalenecarboxaldehyde), ClCCl (dichloromethane). The reagents and catalysts are [Cu]I (copper (I) iodide). Run in CN1C(CCC1)=O (1-methyl-2-pyrrolidinone), O (water). Reaction conditions: temperature 180 celsius. Product: COC=1C(=C2C=CC(=C(C2=CC1)C=O)OCC1=CC=CC=C1)C(F)(F)F (6-Methoxy-2-(phenylmethoxy)-5-(trifluoromethyl)1-naphthalenecarboxaldehyde). The yield is 58.0%. RXN SMILES: [F:1][C:2]([F:7])([F:6])[C:3](O)=O.[Na].BrC1[C:19]([O:20][CH3:21])=[CH:18][CH:17]=[C:16]2[C:11]=1[CH:12]=[CH:13][C:14]([O:24][CH2:25][C:26]1[CH:31]=[CH:30][CH:29]=[CH:28][CH:27]=1)=[C:15]2[CH:22]=[O:23].ClCCl>CN1CCCC1=O.O.[Cu]I>[CH3:21][O:20][C:19]1[C:3]([C:2]([F:7])([F:6])[F:1])=[C:11]2[C:16](=[CH:17][CH:18]=1)[C:15]([CH:22]=[O:23])=[C:14]([O:24][CH2:25][C:26]1[CH:31]=[CH:30][CH:29]=[CH:28][CH:27]=1)[CH:13]=[CH:12]2 |^1:7|. Reported procedure: A suspension of copper (I) iodide (35.5 g, 0.186 mol), trifluoroacetic acid, sodium salt (50 g, 0.37 mol), and 5-bromo-6-methoxy-2-(phenylmethoxy)-1-naphthalenecarboxaldehyde (17.3 g, 0.047 mol, described in Example 6) in anhydrous 1-methyl-2-pyrrolidinone (150 mL) was stirred vigorously and heated at 180° C. under argon for 1.5 hours, then cooled. The mixture was then suspended in 1 L of water and 1 L of ether and filtered through Solka-Floc*. The filtrate was separated into two phases and the ... Starting materials: C(=O)N1CCN(CC1)C(C)C (1-formyl-4-isopropylpiperazine), Cl (hydrochloric acid), O (water). Run in CO (methanol). Yields the product C(C)(C)N1CCNCC1 (1-Isopropylpiperazine). Isolated yield 42.0%. RXN SMILES: C([N:3]1[CH2:8][CH2:7][N:6]([CH:9]([CH3:11])[CH3:10])[CH2:5][CH2:4]1)=O.Cl.O>CO>[CH:9]([N:6]1[CH2:7][CH2:8][NH:3][CH2:4][CH2:5]1)([CH3:11])[CH3:10]. Procedure details: To a solution of 0.29 g of 1-formyl-4-isopropylpiperazine in 10 ml of methanol were added 0.5 ml of hydrochloric acid and 1 ml of water and the mixture was heated under reflux for 2 hours. The reaction solution was distilled off under reduced pressure, a iN aqueous solution of sodium hydroxide was added and the mixture was extracted with chloroform and dried over anhydrous magnesium sulfate. The solvent was distilled off under reduced pressure to afford 0.1 g of the title compound.